This data is from the Open Reaction Database (ORD), a public repository of structured organic reaction records. The task is: describe an organic reaction: reactants, conditions, products, and yield Reactants: Cl (hydrochloric acid), C(C1=CC=CC=C1)(=O)N1C(C2C=3C(=CC=CC13)C(CC2)=O)C2=CC=CC=C2 (1-benzoyl-2-phenyl-1,2,2a,3,4,5-hexahydrobenz[cd]indol-5-one), C([O-])([O-])=O.[K+].[K+] (potassium carbonate). Run in O (water), C(C)O (ethanol). The product is C1(=CC=CC=C1)C1NC=2C=CC=C3C2C1CCC3=O (2-phenyl-1,2,2a,3,4,5-hexahydrobenz[cd]indol-5-one). The yield is 111.1%. Reaction SMILES: C([N:9]1[C:17]2[CH:16]=[CH:15][CH:14]=[C:13]3[C:18](=[O:21])[CH2:19][CH2:20][CH:11]([C:12]=23)[CH:10]1[C:22]1[CH:27]=[CH:26][CH:25]=[CH:24][CH:23]=1)(=O)C1C=CC=CC=1.Cl.C(=O)([O-])[O-].[K+].[K+]>C(O)C.O>[C:22]1([CH:10]2[CH:11]3[CH2:20][CH2:19][C:18](=[O:21])[C:13]4[C:12]3=[C:17]([CH:16]=[CH:15][CH:14]=4)[NH:9]2)[CH:23]=[CH:24][CH:25]=[CH:26][CH:27]=1 |f:2.3.4|. Procedure details: A portion (4.25 g) of the compound obtained in Example 1 was dissolved in ethanol (40 ml). To the solution was added conc. hydrochloric acid (40 ml) and the resulting mixture was heated to reflux for 2 hours. After allowing to cool, the mixture was diluted with water, adjusted to pH 9 with potassium carbonate and extracted three times with ethyl acetate. The organic layers were combined, washed with saturated aqueous solution of sodium chloride and dried over anhydrous sodium sulfate. Then, the ...